This data is from the Open Reaction Database (ORD), a public repository of structured organic reaction records. The task is: describe an organic reaction: reactants, conditions, products, and yield The reactants are BrC=1C=C(C=O)C=CC1 (3-bromobenzaldehyde), [Mg] (magnesium), BrC1=CC(=C(C(=C1)OC)OC)OC (1-bromo-3,4,5-trimethoxybenzene), C1=CC=[NH+]C=C1.C1=CC=[NH+]C=C1.[O-][Cr](=O)(=O)O[Cr](=O)(=O)[O-] (PDC). Product: Compound 21, BrC=1C=C(C=CC1)C(=O)C1=CC(=C(C(=C1)OC)OC)OC ((3-bromophenyl)(3,4,5-trimethoxyphenyl)methanone). Reaction SMILES: [Mg].Br[C:3]1[CH:8]=[C:7]([O:9][CH3:10])[C:6]([O:11][CH3:12])=[C:5]([O:13][CH3:14])[CH:4]=1.[Br:15][C:16]1[CH:17]=[C:18]([CH:21]=[CH:22][CH:23]=1)[CH:19]=[O:20].C1C=C[NH+]=CC=1.C1C=C[NH+]=CC=1.[O-][Cr](O[Cr]([O-])(=O)=O)(=O)=O>>[Br:15][C:16]1[CH:17]=[C:18]([C:19]([C:3]2[CH:8]=[C:7]([O:9][CH3:10])[C:6]([O:11][CH3:12])=[C:5]([O:13][CH3:14])[CH:4]=2)=[O:20])[CH:21]=[CH:22][CH:23]=1 |f:3.4.5|. Procedure: First, magnesium was added to 1-bromo-3,4,5-trimethoxybenzene as a starting material, as shown in Reaction 6, and then 3-bromobenzaldehyde was added thereto to obtain a compound. Thus obtained compound was oxidized using PDC to obtain a Compound 21 derivative [(3-bromophenyl)(3,4,5-trimethoxyphenyl)methanone]. Thus obtained compound and thiophen-3-boronic acid were subjected to the Suzuki reaction, in the same manner as in the synthesis of Compound 457, to obtain Compound 568.